From a dataset of the Open Reaction Database (ORD), a public repository of structured organic reaction records. describe an organic reaction: reactants, conditions, products, and yield Reactants: [O-]P(=O)([O-])[O-].[K+].[K+].[K+] (K3PO4), C(C1=CC=CC=C1)NC(=O)N (benzylurea), BrC1=C(C=CC=C1)OC (2-bromoanisole), CNCCNC (N,N′-dimethylethylendiamine). Reagents/catalysts: [Cu]I (CuI). Solvent: O1CCOCC1 (dioxane). Reaction conditions: temperature 80 celsius, time 26 hour. Product: C(C1=CC=CC=C1)NC(=O)NC1=C(C=CC=C1)OC (N-Benzyl-N′-(2-methoxyphenyl)urea). Isolated yield 67.1%. RXN SMILES: [O-]P([O-])([O-])=O.[K+].[K+].[K+].[CH2:9]([NH:16][C:17]([NH2:19])=[O:18])[C:10]1[CH:15]=[CH:14][CH:13]=[CH:12][CH:11]=1.Br[C:21]1[CH:26]=[CH:25][CH:24]=[CH:23][C:22]=1[O:27][CH3:28].CNCCNC>[Cu]I.O1CCOCC1>[CH2:9]([NH:16][C:17]([NH:19][C:21]1[CH:26]=[CH:25][CH:24]=[CH:23][C:22]=1[O:27][CH3:28])=[O:18])[C:10]1[CH:15]=[CH:14][CH:13]=[CH:12][CH:11]=1 |f:0.1.2.3|. Procedure details: A test tube was charged with CuI (20 mg, 0.10 mmol, 0.10 equiv), K3PO4 (425 mg, 2.0 mmol, 2.0 equiv), benzylurea (225 mg, 1.5 mmol, 1.5 equiv), 2-bromoanisole (125 μL, 1.0 mmol, 1.0 equiv), N,N′-dimethylethylendiamine (22 μL, 0.20 mmol, 0.20 equiv) and dry dioxane (1.0 mL), filled with nitrogen. The test tube was sealed and the reaction mixture was stirred at 80° C. for 26 h. The resulting suspension was cooled to room temperature and filtered through a 0.5×1 cm pad of silica gel, eluting with e... Reactants: OCC(OC=1C(=C2CCCC(C2=CC1)=O)CCC1=CC=CC=C1)(C)C (6-(2-hydroxy-1,1-dimethylethoxy)-5-(2-phenylethyl)-3,4-dihydro-1(2H)-naphthalenone), FC(S(=O)(=O)OS(=O)(=O)C(F)(F)F)(F)F (Trifluoromethanesulfonic anhydride), N1=CC=CC=C1 (pyridine), ice. The solvent is ClCCl (dichloromethane), ClCCl (dichloromethane). Reaction conditions: time 15 minute. Yields the product FC(S(=O)(=O)OCC(C)(OC1=C(C=2CCCC(C2C=C1)=O)CCC1=CC=CC=C1)C)(F)F (2-methyl-2-{[5-oxo-1-(2-phenylethyl)-5,6,7,8-tetrahydro-2-naphthalenyl]oxy}propyl trifluoromethanesulfonate). The yield is 90.0%. RXN SMILES: [F:1][C:2]([F:15])([F:14])[S:3]([O:6]S(C(F)(F)F)(=O)=O)(=[O:5])=[O:4].N1C=CC=CC=1.O[CH2:23][C:24]([CH3:46])([CH3:45])[O:25][C:26]1[C:27]([CH2:37][CH2:38][C:39]2[CH:44]=[CH:43][CH:42]=[CH:41][CH:40]=2)=[C:28]2[C:33](=[CH:34][CH:35]=1)[C:32](=[O:36])[CH2:31][CH2:30][CH2:29]2>ClCCl>[F:1][C:2]([F:15])([F:14])[S:3]([O:6][CH2:45][C:24]([CH3:46])([O:25][C:26]1[CH:35]=[CH:34][C:33]2[C:32](=[O:36])[CH2:31][CH2:30][CH2:29][C:28]=2[C:27]=1[CH2:37][CH2:38][C:39]1[CH:40]=[CH:41][CH:42]=[CH:43][CH:44]=1)[CH3:23])(=[O:5])=[O:4]. Procedure details: Trifluoromethanesulfonic anhydride (0.12 mL, 0.74 mmol) was added to a solution of pyridine (0.14 mL, 1.77 mmol) in dichloromethane (0.5 mL). The resulting mixture was added over 15 min to an ice-cooled solution of 6-(2-hydroxy-1,1-dimethylethoxy)-5-(2-phenylethyl)-3,4-dihydro-1(2H)-naphthalenone (100 mg, 0.30 mmol) in dichloromethane (0.5 mL). The resulting mixture was stirred for 15 min and was then quenched by the addition of water (2 mL). The mixture was diluted with 1 M aqueous hydrochloric... Starting materials: NC(C1=NC(=NC=C1)N1CCN(CC1)C(CCC(C)(C)C)=O)=NO (1-{4-[Amino(hydroxyimino)methyl]pyrimidin-2-yl}-4-(4,4-dimethylpentanoyl)piperazine), C1(CC1)C(=O)Cl (cyclopropanecarbonyl chloride). Solvent: N1=CC=CC=C1 (pyridine), C(C)(=O)OCC (ethyl acetate). The product is CC(CCC(=O)N1CCN(CC1)C1=NC=CC(=N1)C1=NOC(=N1)C1CC1)(C)C (1-(4,4-dimethylpentanoyl)-4-[4-(5-cyclopropyl-1,2,4-oxadiazol-3-yl)pyrimidin-2-yl]piperazine). RXN SMILES: [NH2:1][C:2](=[N:23][OH:24])[C:3]1[CH:8]=[CH:7][N:6]=[C:5]([N:9]2[CH2:14][CH2:13][N:12]([C:15](=[O:22])[CH2:16][CH2:17][C:18]([CH3:21])([CH3:20])[CH3:19])[CH2:11][CH2:10]2)[N:4]=1.[CH:25]1([C:28](Cl)=O)[CH2:27][CH2:26]1>N1C=CC=CC=1.C(OCC)(=O)C>[CH3:19][C:18]([CH3:20])([CH3:21])[CH2:17][CH2:16][C:15]([N:12]1[CH2:13][CH2:14][N:9]([C:5]2[N:4]=[C:3]([C:2]3[N:1]=[C:28]([CH:25]4[CH2:27][CH2:26]4)[O:24][N:23]=3)[CH:8]=[CH:7][N:6]=2)[CH2:10][CH2:11]1)=[O:22]. Procedure details: 1-{4-[Amino(hydroxyimino)methyl]pyrimidin-2-yl}-4-(4,4-dimethylpentanoyl)piperazine (59.5 mg) was dissolved in pyridine (1 mL), and cyclopropanecarbonyl chloride (0.020 mL) was added thereto and heated under reflux for 3 hours. The reaction liquid was diluted with ethyl acetate, washed with aqueous saturated ammonium chloride solution, aqueous saturated sodium hydrogencarbonate solution and saturated saline water, and dried with anhydrous sodium sulfate. The solvent was evaporated away, and the ...